From a dataset of the Open Reaction Database (ORD), a public repository of structured organic reaction records. describe an organic reaction: reactants, conditions, products, and yield Reactants: N#CCc1ccc(Br)cc1F, [Li]CCCC, C1CCOC1, Cc1ccc2ncoc2c1, [Na+], O=C([O-])O, Cl[Pd]Cl, c1ccc(P(c2ccccc2)c2ccccc2)cc1, c1ccc(P(c2ccccc2)c2ccccc2)cc1. Yields the product Cc1ccc2nc(-c3ccc(CC#N)c(F)c3)oc2c1. RXN SMILES: [Br:16][c:17]1[cH:18][c:19]([F:26])[c:20]([CH2:21][C:22]#[N:23])[cH:24][cH:25]1.[CH2:11]([Li:12])[CH2:13][CH2:14][CH3:15].[CH2:32]1[O:33][CH2:34][CH2:35][CH2:36]1.[CH3:1][c:2]1[cH:3][c:4]2[c:5]([n:6][cH:7][o:8]2)[cH:9][cH:10]1.[Na+:31].[O-:27][C:28]([OH:29])=[O:30].[Pd:37]([Cl:38])[Cl:39].[c:40]1([P:41]([c:42]2[cH:43][cH:44][cH:45][cH:46][cH:47]2)[c:48]2[cH:49][cH:50][cH:51][cH:52][cH:53]2)[cH:54][cH:55][cH:56][cH:57][cH:58]1.[c:59]1([P:60]([c:61]2[cH:62][cH:63][cH:64][cH:65][cH:66]2)[c:67]2[cH:68][cH:69][cH:70][cH:71][cH:72]2)[cH:73][cH:74][cH:75][cH:76][cH:77]1>>[CH3:1][c:2]1[cH:3][c:4]2[c:5]([n:6][c:7](-[c:17]3[cH:18][c:19]([F:26])[c:20]([CH2:21][C:22]#[N:23])[cH:24][cH:25]3)[o:8]2)[cH:9][cH:10]1. As a reaction SMILES: [CH2:1]([C:4]1[N:8]([CH2:9][C:10]2[CH:15]=[CH:14][C:13]([C:16]3[C:17]([C:22]([O:24]C(C)(C)C)=[O:23])=[CH:18][CH:19]=[CH:20][CH:21]=3)=[CH:12][CH:11]=2)[C:7]2[CH:29]=[C:30]([C:34]3OC(C)=[C:37]([CH:39]([CH3:41])[CH3:40])[N:38]=3)[CH:31]=[C:32]([CH3:33])[C:6]=2[N:5]=1)[CH2:2][CH3:3].[CH:43]1([NH:49][CH:50]=O)[CH2:48][CH2:47][CH2:46][CH2:45][CH2:44]1.[CH:52]1(N)CCCCC1>>[CH2:1]([C:4]1[N:8]([CH2:9][C:10]2[CH:11]=[CH:12][C:13]([C:16]3[C:17]([C:22]([OH:24])=[O:23])=[CH:18][CH:19]=[CH:20][CH:21]=3)=[CH:14][CH:15]=2)[C:7]2[CH:29]=[C:30]([C:34]3[N:49]([CH:43]4[CH2:44][CH2:45][CH2:46][CH2:47][CH2:48]4)[C:50]([CH3:52])=[C:37]([CH:39]([CH3:40])[CH3:41])[N:38]=3)[CH:31]=[C:32]([CH3:33])[C:6]=2[N:5]=1)[CH2:2][CH3:3] |f:1.2|. Procedure: Prepared analogously to Example 146 from tert.butyl 4'-[[2-n-propyl-4-methyl-6-(4-isopropyl-5-methyl-oxazol-2-yl)-1H-benzimidazol-1-yl]-methyl]-biphenyl-2-carboxylate and N-cyclohexyl-formamide/cyclohexylamine. Product: C(CC)C1=NC2=C(N1CC1=CC=C(C=C1)C=1C(=CC=CC1)C(=O)O)C=C(C=C2C)C=2N(C(=C(N2)C(C)C)C)C2CCCCC2 (4'-[[2-n-Propyl-4-methyl-6-(1-cyclohexyl-4-isopropyl-5-methylimidazol-2-yl)-1H-benzimidazol-1-yl]-methyl]-biphenyl-2-carboxylic Acid). The reactants are C(CC)C1=NC2=C(N1CC1=CC=C(C=C1)C=1C(=CC=CC1)C(=O)OC(C)(C)C)C=C(C=C2C)C=2OC(=C(N2)C(C)C)C (tert.butyl 4'-[[2-n-propyl-4-methyl-6-(4-isopropyl-5-methyl-oxazol-2-yl)-1H-benzimidazol-1-yl]-methyl]-biphenyl-2-carboxylate), C1(CCCCC1)NC=O.C1(CCCCC1)N (N-cyclohexyl-formamide cyclohexylamine). The reactants are [BH4-], CCc1cc2c(cc1OCOC)CCC1C2CCC2(C)C(=O)CCC12, C1CCOC1, [Na+]. Product: CCc1cc2c(cc1OCOC)CCC1C2CCC2(C)C(O)CCC12. Reaction SMILES: [BH4-:26].[CH2:1]([CH3:2])[c:3]1[cH:4][c:5]2[c:17]([cH:18][c:19]1[O:20][CH2:21][O:22][CH3:23])[CH2:16][CH2:15][CH:14]1[CH:6]2[CH2:7][CH2:8][C:9]2([CH3:25])[C:10](=[O:24])[CH2:11][CH2:12][CH:13]21.[CH2:28]1[O:29][CH2:30][CH2:31][CH2:32]1.[Na+:27]>>[CH2:1]([CH3:2])[c:3]1[cH:4][c:5]2[c:17]([cH:18][c:19]1[O:20][CH2:21][O:22][CH3:23])[CH2:16][CH2:15][CH:14]1[CH:6]2[CH2:7][CH2:8][C:9]2([CH3:25])[CH:10]([OH:24])[CH2:11][CH2:12][CH:13]21. Reactants: CN(CCCC#Cc1ccc(NC(=O)C(F)(F)F)cc1)CC(O[Si](C)(C)C(C)(C)C)c1ccc(O)c2[nH]c(=O)ccc12, CNc1ccc(C#CCCCO)cc1. Yields the product CN(CCCC#Cc1ccc(N)cc1)CC(O[Si](C)(C)C(C)(C)C)c1ccc(O)c2[nH]c(=O)ccc12. Reaction SMILES: [C:15]([CH3:16])([CH3:17])([CH3:18])[Si:19]([O:20][CH:21]([CH2:22][N:23]([CH2:24][CH2:25][CH2:26][C:27]#[C:28][c:29]1[cH:30][cH:31][c:32]([NH:35][C:36](=[O:37])[C:38]([F:39])([F:40])[F:41])[cH:33][cH:34]1)[CH3:42])[c:43]1[c:44]2[cH:45][cH:46][c:47](=[O:54])[nH:48][c:49]2[c:50]([OH:53])[cH:51][cH:52]1)([CH3:55])[CH3:56].[CH3:1][NH:2][c:3]1[cH:4][cH:5][c:6]([C:7]#[C:8][CH2:9][CH2:10][CH2:11][OH:12])[cH:13][cH:14]1>>[C:15]([CH3:16])([CH3:17])([CH3:18])[Si:19]([O:20][CH:21]([CH2:22][N:23]([CH2:24][CH2:25][CH2:26][C:27]#[C:28][c:29]1[cH:30][cH:31][c:32]([NH2:35])[cH:33][cH:34]1)[CH3:42])[c:43]1[c:44]2[cH:45][cH:46][c:47](=[O:54])[nH:48][c:49]2[c:50]([OH:53])[cH:51][cH:52]1)([CH3:55])[CH3:56]. Reactants: NC1=C(NC2=C(C3=C(S2)C=C(C=C3)OC)C(=O)OCC)C=CC=C1 (ethyl 2-(2-aminoanilino)-6-methoxybenzo[b]thiophene-3-carboxylate), CN1CCNCC1 (1-methylpiperazine), C1(=CC=CC=C1)OC (anisole). The reagents and catalysts are [Ti](Cl)(Cl)(Cl)Cl (titanium tetrachloride). The product is COC1=CC2=C(C=C1)C1=C(NC3=C(N=C1N1CCN(CC1)C)C=CC=C3)S2 (3-methoxy-12-(4-methylpiperazin-1-yl)-6H-[1]benzothieno[2,3-b][1,5]benzodiazepine). RXN SMILES: [NH2:1][C:2]1[CH:24]=[CH:23][CH:22]=[CH:21][C:3]=1[NH:4][C:5]1[S:9][C:8]2[CH:10]=[C:11]([O:14][CH3:15])[CH:12]=[CH:13][C:7]=2[C:6]=1[C:16](OCC)=O.[CH3:25][N:26]1[CH2:31][CH2:30][NH:29][CH2:28][CH2:27]1.C1(OC)C=CC=CC=1>[Ti](Cl)(Cl)(Cl)Cl>[CH3:15][O:14][C:11]1[CH:12]=[CH:13][C:7]2[C:6]3[C:16]([N:29]4[CH2:30][CH2:31][N:26]([CH3:25])[CH2:27][CH2:28]4)=[N:1][C:2]4[CH:24]=[CH:23][CH:22]=[CH:21][C:3]=4[NH:4][C:5]=3[S:9][C:8]=2[CH:10]=1. Procedure: In the same manner as in Example 1 and using ethyl 2-(2-aminoanilino)-6-methoxybenzo[b]thiophene-3-carboxylate, 1-methylpiperazine, anisole and titanium tetrachloride, 3-methoxy-12-(4-methylpiperazin-1-yl)-6H-[1]benzothieno[2,3-b][1,5]benzodiazepine is obtained.